Task: describe an organic reaction: reactants, conditions, products, and yield. Dataset: the Open Reaction Database (ORD), a public repository of structured organic reaction records Product: Clc1ccc(-c2nsc(CBr)n2)cc1. As a reaction SMILES: [CH3:20][c:21]1[cH:22][cH:23][cH:24][cH:25][cH:26]1.[Cl:1][c:2]1[cH:3][cH:4][c:5](-[c:8]2[n:9][s:10][c:11]([CH2:13][OH:14])[n:12]2)[cH:6][cH:7]1.[OH2:19].[P:15]([Br:16])([Br:17])[Br:18]>>[Cl:1][c:2]1[cH:3][cH:4][c:5](-[c:8]2[n:9][s:10][c:11]([CH2:13][Br:16])[n:12]2)[cH:6][cH:7]1. Starting materials: Cc1ccccc1, OCc1nc(-c2ccc(Cl)cc2)ns1, O, BrP(Br)Br. The reactants are c1ccc(CN2CCN(C3(c4ccccc4)CCCCC3)CC2)cc1, CO, Cl, [H][H], [Pd]. Product: c1ccc(C2(N3CCNCC3)CCCCC2)cc1. RXN SMILES: [CH2:1]([c:2]1[cH:3][cH:4][cH:5][cH:6][cH:7]1)[N:8]1[CH2:9][CH2:10][N:11]([C:14]2([c:20]3[cH:21][cH:22][cH:23][cH:24][cH:25]3)[CH2:15][CH2:16][CH2:17][CH2:18][CH2:19]2)[CH2:12][CH2:13]1.[CH3:29][OH:30].[ClH:26].[H:27][H:28].[Pd:31]>>[NH:8]1[CH2:9][CH2:10][N:11]([C:14]2([c:20]3[cH:21][cH:22][cH:23][cH:24][cH:25]3)[CH2:15][CH2:16][CH2:17][CH2:18][CH2:19]2)[CH2:12][CH2:13]1. Reactants: O.O.O.O.O.S(=S)(=O)([O-])[O-].[Na+].[Na+] (Sodium thiosulfate pentahydrate), Cl (hydrochloric acid), Cl(=O)[O-].[Na+] (sodium chlorite), C1(CC1)C1=NC2=CC=CC=C2C(=C1/C=C/C=O)C1=CC=C(C=C1)F ((E)-3-[2-Cyclopropyl-4-(4-fluoro-phenyl)-quinolin-3-yl]-propenal), P(=O)(O)(O)[O-].[Na+] (sodium dihydrogenphosphate), OO (hydrogen peroxide). Solvent: O (water), C(C)#N (acetonitrile), O (water). Run at time 120 minute. Yields the product C1(CC1)C1=NC2=CC=CC=C2C(=C1/C=C/C(=O)O)C1=CC=C(C=C1)F ((E)-3-[2-cyclopropyl-4-(4-fluoro-phenyl)-quinolin-3-yl]-acrylic acid). Reaction SMILES: [CH:1]1([C:4]2[C:13](/[CH:14]=[CH:15]/[CH:16]=[O:17])=[C:12]([C:18]3[CH:23]=[CH:22][C:21]([F:24])=[CH:20][CH:19]=3)[C:11]3[C:6](=[CH:7][CH:8]=[CH:9][CH:10]=3)[N:5]=2)[CH2:3][CH2:2]1.P([O-])(O)(O)=[O:26].[Na+].OO.Cl([O-])=O.[Na+].O.O.O.O.O.S([O-])([O-])(=O)=S.[Na+].[Na+].Cl>C(#N)C.O>[CH:1]1([C:4]2[C:13](/[CH:14]=[CH:15]/[C:16]([OH:26])=[O:17])=[C:12]([C:18]3[CH:19]=[CH:20][C:21]([F:24])=[CH:22][CH:23]=3)[C:11]3[C:6](=[CH:7][CH:8]=[CH:9][CH:10]=3)[N:5]=2)[CH2:3][CH2:2]1 |f:1.2,4.5,6.7.8.9.10.11.12.13|. Procedure details: To a mixture of (E)-3-[2-Cyclopropyl-4-(4-fluoro-phenyl)-quinolin-3-yl]-propenal (50.0 g, 157.5 mmol) in acetonitrile (650 ml) and sodium dihydrogenphosphate (30.5 g, 220.5 mmol) in water (100 ml) is added hydrogen peroxide (18.8 g, 165.4 mmol) and a solution of sodium chlorite (25.0 g, 220.5 mmol) in water (120 ml) at 0° C. The reaction mixture is stirred in an ice bath for 120 min. Sodium thiosulfate pentahydrate (2.5 g, 10 mmol) and then 2M hydrochloric acid is added to adjust the pH to 2-3. ... Starting materials: O(C1=CC=CC=C1)C1=CC=C(C=C1)O (p-phenoxyphenol), BrC(C(=O)OC)C1=CC=C(C=C1)OCC(C)OC1=CC=C(C=C1)C(F)(F)F (methyl bromo{p-[2-(α,α,α-trifluoro-p-tolyloxy)propoxy]phenyl}acetate), methanol-benzene. Product: O(C1=CC=CC=C1)C1=CC=C(OC(C(=O)OC)C2=CC=C(C=C2)OCC(C)OC2=CC=C(C=C2)C(F)(F)F)C=C1 (Methyl (p-Phenoxyphenoxy){p-[2-(α,α,α-Trifluoro-p-tolyloxy)propoxy]phenyl}acetate). As a reaction SMILES: [O:1]([C:8]1[CH:13]=[CH:12][C:11]([OH:14])=[CH:10][CH:9]=1)[C:2]1[CH:7]=[CH:6][CH:5]=[CH:4][CH:3]=1.Br[CH:16]([C:21]1[CH:26]=[CH:25][C:24]([O:27][CH2:28][CH:29]([O:31][C:32]2[CH:37]=[CH:36][C:35]([C:38]([F:41])([F:40])[F:39])=[CH:34][CH:33]=2)[CH3:30])=[CH:23][CH:22]=1)[C:17]([O:19][CH3:20])=[O:18]>>[O:1]([C:8]1[CH:9]=[CH:10][C:11]([O:14][CH:16]([C:21]2[CH:22]=[CH:23][C:24]([O:27][CH2:28][CH:29]([O:31][C:32]3[CH:33]=[CH:34][C:35]([C:38]([F:39])([F:41])[F:40])=[CH:36][CH:37]=3)[CH3:30])=[CH:25][CH:26]=2)[C:17]([O:19][CH3:20])=[O:18])=[CH:12][CH:13]=1)[C:2]1[CH:7]=[CH:6][CH:5]=[CH:4][CH:3]=1. Reported procedure: As described in Example 35, 4.66 of p-phenoxyphenol is reacted with methyl bromo{p-[2-(α,α,α-trifluoro-p-tolyloxy)propoxy]phenyl}acetate (0.02 mole) in refluxing methanol-benzene for 24 hrs to give the product as a gum.